From a dataset of the Open Reaction Database (ORD), a public repository of structured organic reaction records. describe an organic reaction: reactants, conditions, products, and yield The reactants are CCOC(=O)c1ccc2c(c1)CC(C)(C)C(c1cc(Cl)cc(Br)c1)N2, C1COCCN1, CS(C)=O, CCOC(C)=O, [Cu]I, [K+], [OH-], O=C(O)C1CCCN1. Product: CCOC(=O)c1ccc2c(c1)CC(C)(C)C(c1cc(Cl)cc(N3CCOCC3)c1)N2. RXN SMILES: [CH2:1]([CH3:2])[O:3][C:4](=[O:5])[c:6]1[cH:7][c:8]2[c:13]([cH:14][cH:15]1)[NH:12][CH:11]([c:16]1[cH:17][c:18]([Br:23])[cH:19][c:20]([Cl:22])[cH:21]1)[C:10]([CH3:24])([CH3:25])[CH2:9]2.[CH2:26]1[CH2:27][O:28][CH2:29][CH2:30][NH:31]1.[CH3:42][S:43]([CH3:44])=[O:45].[CH3:48][CH2:49][O:50][C:51](=[O:52])[CH3:53].[Cu:46][I:47].[K+:41].[OH-:40].[OH:32][C:33]([CH:34]1[NH:35][CH2:36][CH2:37][CH2:38]1)=[O:39]>>[CH2:1]([CH3:2])[O:3][C:4](=[O:5])[c:6]1[cH:7][c:8]2[c:13]([cH:14][cH:15]1)[NH:12][CH:11]([c:16]1[cH:17][c:18]([N:31]3[CH2:26][CH2:27][O:28][CH2:29][CH2:30]3)[cH:19][c:20]([Cl:22])[cH:21]1)[C:10]([CH3:24])([CH3:25])[CH2:9]2. RXN SMILES: [Cl:1][C:2]1[CH:7]=[CH:6][CH:5]=[CH:4][C:3]=1[C:8]1[CH:9]=[N:10][C:11]2[N:12]([N:21]=[C:22](S(C)(=O)=O)[C:23]=2[C:24](=[O:31])[NH:25][CH:26]2[CH2:30][CH2:29][CH2:28][CH2:27]2)[C:13]=1[C:14]1[CH:19]=[CH:18][C:17]([Cl:20])=[CH:16][CH:15]=1.[N-:36]=[N+:37]=[N-:38].[Na+]>CN(C)C=O.[Cl-].[Na+].O>[N:36]([C:22]1[C:23]([C:24](=[O:31])[NH:25][CH:26]2[CH2:30][CH2:29][CH2:28][CH2:27]2)=[C:11]2[N:10]=[CH:9][C:8]([C:3]3[CH:4]=[CH:5][CH:6]=[CH:7][C:2]=3[Cl:1])=[C:13]([C:14]3[CH:19]=[CH:18][C:17]([Cl:20])=[CH:16][CH:15]=3)[N:12]2[N:21]=1)=[N+:37]=[N-:38] |f:1.2,4.5.6|. Solvent: [Cl-].[Na+].O (brine), CN(C=O)C (dimethylformamide). Run at temperature 110 celsius, time 8 hour. Yields the product N(=[N+]=[N-])C1=NN2C(N=CC(=C2C2=CC=C(C=C2)Cl)C2=C(C=CC=C2)Cl)=C1C(NC1CCCC1)=O (2-azido-6-(2-chlorophenyl)-7-(4-chlorophenyl)-3-(N-cyclopentylcarbamoyl)pyrazolo[1,5-a]pyrimidine). Procedure details: To a solution of the compound obtained in Example 33 (1.5 g) in dimethylformamide (20 mL) was added sodium azide (1.11 g) and the mixture was stirred at 110° C. overnight. After cooling to room temperature, to the reaction mixture was a saturated brine and the mixture was stirred and extracted with ethyl acetate. The organic layer was washed with water and concentrated in vacuo and the resultant crude product was purified by a column chromatography on silica gel (solvent; hexane/ethyl acetate=80... Starting materials: ClC1=C(C=CC=C1)C=1C=NC=2N(C1C1=CC=C(C=C1)Cl)N=C(C2C(NC2CCCC2)=O)S(=O)(=O)C (6-(2-chlorophenyl)-7-(4-chlorophenyl)-3-(N-cyclopentylcarbamoyl)-2-methylsulfonyl-pyrazolo[1,5-a]pyrimidine), [N-]=[N+]=[N-].[Na+] (sodium azide).